Dataset: the Open Reaction Database (ORD), a public repository of structured organic reaction records. Task: describe an organic reaction: reactants, conditions, products, and yield Reactants: NC1=CC=C2C=CN(C2=C1)CC[C@H](CO[Si](C)(C)C(C)(C)C)N1C=NC(=C1)C(=O)N (1-[(R)-4-(6-aminoindol-1-yl)-1-(tert-butyldimethylsilyloxy)-2-butyl]imidazole-4-carboxamide), C(CCC1=CC=CC=C1)=O (hydrocinnamaldehyde), C(C)(=O)O[BH-](OC(C)=O)OC(C)=O.[Na+] (Sodium triacetoxyborohydride). Solvent: ClCCl (dichloromethane). Reaction conditions: time 30 minute. The product is [Si](C)(C)(C(C)(C)C)OC[C@@H](CCN1C=CC2=CC=C(C=C12)NCCCC1=CC=CC=C1)N1C=NC(=C1)C(=O)N (1-[(R)-1-(tert-butyldimethylsilyloxy)-4-(6-(3-phenylpropylamino)indol-1-yl)-2-butyl]imidazole-4-carboxamide). Yield: 25.2%. Reaction SMILES: [NH2:1][C:2]1[CH:10]=[C:9]2[C:5]([CH:6]=[CH:7][N:8]2[CH2:11][CH2:12][C@@H:13]([N:23]2[CH:27]=[C:26]([C:28]([NH2:30])=[O:29])[N:25]=[CH:24]2)[CH2:14][O:15][Si:16]([C:19]([CH3:22])([CH3:21])[CH3:20])([CH3:18])[CH3:17])=[CH:4][CH:3]=1.[CH:31](=O)[CH2:32][CH2:33][C:34]1[CH:39]=[CH:38][CH:37]=[CH:36][CH:35]=1.C(O[BH-](OC(=O)C)OC(=O)C)(=O)C.[Na+]>ClCCl>[Si:16]([O:15][CH2:14][C@H:13]([N:23]1[CH:27]=[C:26]([C:28]([NH2:30])=[O:29])[N:25]=[CH:24]1)[CH2:12][CH2:11][N:8]1[C:9]2[C:5](=[CH:4][CH:3]=[C:2]([NH:1][CH2:31][CH2:32][CH2:33][C:34]3[CH:39]=[CH:38][CH:37]=[CH:36][CH:35]=3)[CH:10]=2)[CH:6]=[CH:7]1)([C:19]([CH3:22])([CH3:21])[CH3:20])([CH3:18])[CH3:17] |f:2.3|. Reported procedure: Under N2, to a stirred solution of 1-[(R)-4-(6-aminoindol-1-yl)-1-(tert-butyldimethylsilyloxy)-2-butyl]imidazole-4-carboxamide (164 mg, 0.383 mmol) in dichloromethane (10 ml) was added hydrocinnamaldehyde (51 mg, 0.383 mmol) at room temperature. The mixture was stirred for 30 minutes. Sodium triacetoxyborohydride (114 mg, 0.536 mmol) was added to the mixture at room temperature and the resulting mixture was stirred for 5 hours. And then the reaction mixture was partitioned between dichloromethan... The reactants are CC1(CN2CCOC2=O)CO1, CC(=O)[O-], CCO, O=[N+]([O-])c1c[nH]c(Cl)n1, [H-], [Na+], [Na+]. Product: CC1(CN2CCOC2=O)Cn2cc([N+](=O)[O-])nc2O1. Reaction SMILES: [CH3:1][C:2]1([CH2:5][N:6]2[C:7](=[O:11])[O:8][CH2:9][CH2:10]2)[O:3][CH2:4]1.[CH3:22][C:23](=[O:24])[O-:25].[CH3:28][CH2:29][OH:30].[Cl:12][c:13]1[nH:14][cH:15][c:16]([N+:18](=[O:19])[O-:20])[n:17]1.[H-:26].[Na+:21].[Na+:27]>>[CH3:1][C:2]1([CH2:5][N:6]2[C:7](=[O:11])[O:8][CH2:9][CH2:10]2)[O:3][c:13]2[n:14]([cH:15][c:16]([N+:18](=[O:19])[O-:20])[n:17]2)[CH2:4]1. Reactants: ClC1=CC=C(C(=O)C2=CC(=CN2)C(CN2CCCCC2)=O)C=C1 (1-[5-(4-chlorobenzoyl)-1H-pyrrol-3-yl]-2-(1-piperidinyl)ethanone), Cl.CN(C)CCCCl (dimethylaminopropyl chloride hydrochloride), C(=O)([O-])[O-].[K+].[K+] (K2CO3), [I-].[K+] (potassium iodide). The solvent is CN(C)C=O (DMF), O (water). Reaction conditions: temperature 70 celsius. Product: ClC1=CC=C(C(=O)C2=CC(=CN2C(CC)N(C)C)C(CN2CCCCC2)=O)C=C1 (1-[5-(4-Chlorobenzoyl)-1-(N,N-dimethylaminoprop-3-yl) -1H-pyrrol-3-yl]-2-(1-piperidinyl)ethanone). Isolated yield 29.2%. As a reaction SMILES: [Cl:1][C:2]1[CH:23]=[CH:22][C:5]([C:6]([C:8]2[NH:12][CH:11]=[C:10]([C:13](=[O:21])[CH2:14][N:15]3[CH2:20][CH2:19][CH2:18][CH2:17][CH2:16]3)[CH:9]=2)=[O:7])=[CH:4][CH:3]=1.Cl.[CH3:25][N:26]([CH2:28][CH2:29][CH2:30]Cl)[CH3:27].C([O-])([O-])=O.[K+].[K+].[I-].[K+]>CN(C=O)C.O>[Cl:1][C:2]1[CH:3]=[CH:4][C:5]([C:6]([C:8]2[N:12]([CH:28]([N:26]([CH3:27])[CH3:25])[CH2:29][CH3:30])[CH:11]=[C:10]([C:13](=[O:21])[CH2:14][N:15]3[CH2:16][CH2:17][CH2:18][CH2:19][CH2:20]3)[CH:9]=2)=[O:7])=[CH:22][CH:23]=1 |f:1.2,3.4.5,6.7|. Reported procedure: A solution of 2 g (0.006 mole) of 1-[5-(4-chlorobenzoyl)-1H-pyrrol-3-yl]-2-(1-piperidinyl)ethanone, 1.4 g (0.0078 mole) of dimethylaminopropyl chloride hydrochloride, 5.2 g (0.042 mole) of K2CO3, and 1 g (0.006 mole) of potassium iodide in 40 mL of DMF was stirred overnight then heated to 70° C. for 5 h. After cooling the reaction mixture was poured into water, and extracted with Et2O. The organics were washed with water, brine and dried (K2CO3). The solvent was evaporated in vacuo and treated w... Starting materials: FC(C(=O)O)(F)F (trifluoroacetic acid), OC([C@@H](C)NC(=O)C1=CN(C2=NC=C(N=C21)C2=NN(C1=CC(=CC=C21)Cl)C)COCC[Si](C)(C)C)(C)C (2-(6-chloro-1-methyl-1H-indazol-3-yl)-5-(2-trimethylsilanylethoxymethyl)-5H-pyrrolo[2,3-b]pyrazine-7-carboxylic acid ((R)-2-hydroxy-1,2-dimethyl-propyl)-amide), C(CN)N (ethylenediamine). The solvent is ClCCl (dichloromethane). Run at time 2.5 hour. The product is OC([C@@H](C)NC(=O)C1=CNC2=NC=C(N=C21)C2=NN(C1=CC(=CC=C21)Cl)C)(C)C (2-(6-chloro-1-methyl-1H-indazol-3-yl)-5H-pyrrolo[2,3-b]pyrazine-7-carboxylic acid ((R)-2-hydroxy-1,2-dimethyl-propyl)-amide). Isolated yield 58.3%. As a reaction SMILES: [OH:1][C:2]([CH3:37])([CH3:36])[C@H:3]([NH:5][C:6]([C:8]1[C:16]2[C:11](=[N:12][CH:13]=[C:14]([C:17]3[C:25]4[C:20](=[CH:21][C:22]([Cl:26])=[CH:23][CH:24]=4)[N:19]([CH3:27])[N:18]=3)[N:15]=2)[N:10](COCC[Si](C)(C)C)[CH:9]=1)=[O:7])[CH3:4].FC(F)(F)C(O)=O.C(N)CN>ClCCl>[OH:1][C:2]([CH3:36])([CH3:37])[C@H:3]([NH:5][C:6]([C:8]1[C:16]2[C:11](=[N:12][CH:13]=[C:14]([C:17]3[C:25]4[C:20](=[CH:21][C:22]([Cl:26])=[CH:23][CH:24]=4)[N:19]([CH3:27])[N:18]=3)[N:15]=2)[NH:10][CH:9]=1)=[O:7])[CH3:4]. Reported procedure: In a round-bottomed flask, 2-(6-chloro-1-methyl-1H-indazol-3-yl)-5-(2-trimethylsilanylethoxymethyl)-5H-pyrrolo[2,3-b]pyrazine-7-carboxylic acid ((R)-2-hydroxy-1,2-dimethyl-propyl)-amide (121 mg, 0.22 mmol) was dissolved in dichloromethane (1 ml) and trifluoroacetic acid (0.7 ml, 9.0 mmol) was added. The reaction mixture was stirred at room temperature for 2.5 h then concentrated. The residue was redissolved in dichloromethane (1 ml) and ethylenediamine (0.9 ml, 13.3 mmol) was added. The solution... Reactants: C(C1=CC=CC=C1)N1CCN(CC1)C=1C=CC(=C(C=O)C1)O (5-(4-benzylpiperazin-1-yl)-2-hydroxybenzaldehyde), C(=O)N (formamide), C[O-].[Na+] (sodium methoxide), C([O-])([O-])=O.[K+].[K+] (potassium carbonate), BrCC(=O)OCC (ethyl bromoacetate). Run in CN1CCCC1=O (NMP), O (water). Conditions: time 15 hour. Product: C(C1=CC=CC=C1)N1CCN(CC1)C=1C=CC2=C(C=C(O2)C(=O)N)C1 (5-(4-benzylpiperazin-1-yl)benzofuran-2-carboxamide). RXN SMILES: [CH2:1]([N:8]1[CH2:13][CH2:12][N:11]([C:14]2[CH:15]=[CH:16][C:17]([OH:22])=[C:18]([CH:21]=2)C=O)[CH2:10][CH2:9]1)[C:2]1[CH:7]=[CH:6][CH:5]=[CH:4][CH:3]=1.C(=O)([O-])[O-].[K+].[K+].Br[CH2:30][C:31](OCC)=O.[CH:36]([NH2:38])=[O:37].C[O-].[Na+]>O.CN1C(=O)CCC1>[CH2:1]([N:8]1[CH2:13][CH2:12][N:11]([C:14]2[CH:15]=[CH:16][C:17]3[O:22][C:31]([C:36]([NH2:38])=[O:37])=[CH:30][C:18]=3[CH:21]=2)[CH2:10][CH2:9]1)[C:2]1[CH:3]=[CH:4][CH:5]=[CH:6][CH:7]=1 |f:1.2.3,6.7|. Procedure details: 500 mg of 5-(4-benzylpiperazin-1-yl)-2-hydroxybenzaldehyde are added at 20° under nitrogen with stirring to 5 ml of NMP, and 0.25 g of potassium carbonate and 0.2 ml of ethyl bromoacetate are added to the solution. The mixture is stirred at 105° for 15 hours and cooled to 25°. 0.2 ml of formamide is then added to the mixture, and stirring is continued for 30 minutes. 1 ml of sodium methoxide (30% solution in methanol) is then added at 25° over the course of 15 minutes, and the mixture is stirred... The reactants are CCCCC(CC)COP(=O)(O)OCC(CC)CCCC, CC1CCCCC1, [Nd], O=[N+]([O-])O. The product is CCCCC(CC)COP(=O)([O-])OCC(CC)CCCC, [Nd+]. Reaction SMILES: [CH2:2]([CH3:3])[CH:4]([CH2:5][O:6][P:7]([O:8][CH2:9][CH:10]([CH2:11][CH2:12][CH2:13][CH3:14])[CH2:15][CH3:16])([OH:17])=[O:18])[CH2:19][CH2:20][CH2:21][CH3:22].[CH3:23][CH:24]1[CH2:25][CH2:26][CH2:27][CH2:28][CH2:29]1.[Nd:1].[OH:30][N+:31](=[O:32])[O-:33]>>[CH2:2]([CH3:3])[CH:4]([CH2:5][O:6][P:7]([O:8][CH2:9][CH:10]([CH2:11][CH2:12][CH2:13][CH3:14])[CH2:15][CH3:16])(=[O:17])[O-:18])[CH2:19][CH2:20][CH2:21][CH3:22].[Nd+:1]. Reactants: ClC1=NC=C(C2=C1NC=C2)C(=O)O (7-chloro-1H-pyrrolo[2,3-c]pyridine-4-carboxylic acid), Example 19 ( e ), N1CCOCC1 (morpholine). Reaction SMILES: [Cl:1][C:2]1[C:7]2[NH:8][CH:9]=[CH:10][C:6]=2[C:5]([C:11]([OH:13])=O)=[CH:4][N:3]=1.[NH:14]1[CH2:19][CH2:18][O:17][CH2:16][CH2:15]1>>[Cl:1][C:2]1[N:3]=[CH:4][C:5]([C:11]([N:14]2[CH2:19][CH2:18][O:17][CH2:16][CH2:15]2)=[O:13])=[C:6]2[CH:10]=[CH:9][NH:8][C:7]=12. The product is ClC=1N=CC(=C2C1NC=C2)C(=O)N2CCOCC2 (1-(7-Chloro-1H-pyrrolo[2,3-c]pyridin-4-yl)-1-morpholin-4-yl-methanone). Reported procedure: Prepared from 7-chloro-1H-pyrrolo[2,3-c]pyridine-4-carboxylic acid in a similar manner to Example 19 (e) using morpholine instead of tetrahydro-pyran-4-ylmethylamine to give the title compound (32 mg).